Dataset: the Open Reaction Database (ORD), a public repository of structured organic reaction records. Task: describe an organic reaction: reactants, conditions, products, and yield The reactants are N#CBr (cyanogen bromide), NC=1C=C(C(=O)[O-])C=CC1N (3,4-diaminobenzoate), C(=O)([O-])[O-].[Na+].[Na+] (Na2CO3). Run in O (water). Conditions: time 24 hour. Yields the product NC=1NC2=C(N1)C=CC(=C2)C(=O)O (2-Amino-3H-benzoimidazole-5-carboxylic acid). As a reaction SMILES: [N:1]#[C:2]Br.[NH2:4][C:5]1[CH:6]=[C:7]([CH:11]=[CH:12][C:13]=1[NH2:14])[C:8]([O-:10])=[O:9].C([O-])([O-])=O.[Na+].[Na+]>O>[NH2:1][C:2]1[NH:4][C:5]2[CH:6]=[C:7]([C:8]([OH:10])=[O:9])[CH:11]=[CH:12][C:13]=2[N:14]=1 |f:2.3.4|. Reported procedure: A solution of cyanogen bromide (5M, 1.44 mL, 7.22 mmol) was slowly added to a suspension of 3,4-diaminobenzoate (1.0 g, 6.02 mmol) in water (10 mL). The mixture was stirred at room temperature for 24 hours. An aqueous solution of Na2CO3 (10%) was added slowly until the product had precipitated as a brown solid (890 mg).